describe an organic reaction: reactants, conditions, products, and yield From a dataset of the Open Reaction Database (ORD), a public repository of structured organic reaction records. The product is COC(C(N)=CC1=C(C(=CC=C1)Cl)Cl)OC (2,2-dimethoxy-N-(2,3-dichlorobenzylidene)ethylamine). Starting materials: ClC1=C(C=O)C=CC=C1Cl (2,3-dichlorobenzaldehyde), COC(CN)OC (2,2-dimethoxyethylamine). RXN SMILES: [Cl:1][C:2]1[C:9]([Cl:10])=[CH:8][CH:7]=[CH:6][C:3]=1[CH:4]=O.[CH3:11][O:12][CH:13]([O:16][CH3:17])[CH2:14][NH2:15]>C1(C)C=CC=CC=1>[CH3:11][O:12][CH:13]([O:16][CH3:17])[C:14](=[CH:4][C:3]1[CH:6]=[CH:7][CH:8]=[C:9]([Cl:10])[C:2]=1[Cl:1])[NH2:15]. Procedure: A mixture of 65.7 g. (0.375 mole) of 2,3-dichlorobenzaldehyde and 39.4 g. (0.375 mole) of 2,2-dimethoxyethylamine was refluxed azeotropically in 150 cc. of toluene. When all the water was removed (1-2 hours), the solution was concentrated and distilled to give 2,2-dimethoxy-N-(2,3-dichlorobenzylidene)ethylamine, b.p. 140° C. (0.7 mm.). Run in C1(=CC=CC=C1)C (toluene). Starting materials: CNCC1=CC=CC=C1 (N-methylbenzylamine), C(C)(C)(C)OO (t-butylhydroperoxide), CN(C1=NN2C(S1)=NC=C2C=O)C (2-Dimethylamino-imidazo[2,1-b][1,3,4]thiadiazole-5-carbaldehyde). Solvent: O (water), C(C)#N (acetonitrile). Run at temperature 80 celsius. The product is C(C1=CC=CC=C1)N(C(=O)C1=CN=C2SC(=NN21)N(C)C)C (2-dimethylamino-imidazo[2,1-b][1,3,4]thiadiazole-5-carboxylic acid benzyl-methyl-amide). Isolated yield 29.0%. As a reaction SMILES: [CH3:1][N:2]([CH3:13])[C:3]1[S:7][C:6]2=[N:8][CH:9]=[C:10]([CH:11]=[O:12])[N:5]2[N:4]=1.[CH3:14][NH:15][CH2:16][C:17]1[CH:22]=[CH:21][CH:20]=[CH:19][CH:18]=1.C(OO)(C)(C)C>C(#N)C.O>[CH2:16]([N:15]([CH3:14])[C:11]([C:10]1[N:5]2[C:6]([S:7][C:3]([N:2]([CH3:13])[CH3:1])=[N:4]2)=[N:8][CH:9]=1)=[O:12])[C:17]1[CH:22]=[CH:21][CH:20]=[CH:19][CH:18]=1. Procedure: 2-Dimethylamino-imidazo[2,1-b][1,3,4]thiadiazole-5-carbaldehyde (116 mg, 0.591 mmol) was dissolved in dry acetonitrile (4 mL) and N-methylbenzylamine (0.768 mmol, 0.1 mL) and t-butylhydroperoxide (0.768 mmol, 5.5M, 0.14 mL) were added. The mixture was heated at 80° C. for 10 hours. The reaction mixture was diluted with water (4 mL) at room temperature and extracted with dichloromethane (3×8 mL). The combined organic layer was dried over sodium sulphate and concentrated in vacuo. The crude produc... The product is COC(C1(CCN(CC1)C(=O)OC(C)(C)C)CC1=C(C=CC=C1)C)=O (N-t-Butoxycarbonyl-4-(2-methylbenzyl)-isonipecotic acid methyl ester). RXN SMILES: [CH3:1][O:2][C:3](=[O:17])[CH:4]1[CH2:9][CH2:8][N:7]([C:10]([O:12][C:13]([CH3:16])([CH3:15])[CH3:14])=[O:11])[CH2:6][CH2:5]1.[Li+].CC([N-]C(C)C)C.[CH3:26][C:27]1[CH:34]=[CH:33][CH:32]=[CH:31][C:28]=1[CH2:29]Br>C1COCC1>[CH3:1][O:2][C:3](=[O:17])[C:4]1([CH2:26][C:27]2[CH:34]=[CH:33][CH:32]=[CH:31][C:28]=2[CH3:29])[CH2:9][CH2:8][N:7]([C:10]([O:12][C:13]([CH3:14])([CH3:16])[CH3:15])=[O:11])[CH2:6][CH2:5]1 |f:1.2|. Reaction conditions: temperature -78 celsius, time 1 hour. Procedure: To a solution of N-t-butoxycarbonyl isonipecotic acid methyl ester (10.1 g 41.8 mmol) in 140 ml of dry THF at -78° C. was added LDA (59 ml of a 1.0M solution in THF, 59 mmol) over 15 min. The resulting orange solution was stirred at -78° C. for 1 hr and then treated dropwise with 2-methylbenzyl bromide (6.80 ml, 50.7 mmol) and then allowed to warm slowly to room temperature over 16 hrs. The reaction was quenched with saturated aqueous NH4Cl, diluted with H2O, and extracted with EtOAc. The combin... Run in C1CCOC1 (THF), C1CCOC1 (THF). The reactants are CC1=C(CBr)C=CC=C1 (2-methylbenzyl bromide), COC(C1CCN(CC1)C(=O)OC(C)(C)C)=O (N-t-butoxycarbonyl isonipecotic acid methyl ester), [Li+].CC(C)[N-]C(C)C (LDA), solution. Reactants: ClC1=C(C(=O)Cl)C=CC=C1 (2-chlorobenzoyl chloride), [Li]CCCC (BuLi), C(C)(C)NC(C)C (diisopropylamine), CC(=O)C (Acetone). The solvent is C1CCOC1 (THF), C1CCOC1 (THF), CCCCCC (hexane). Reaction conditions: temperature 0 celsius, time 15 minute. Yields the product ClC1=C(C=CC=C1)C(CC(C)=O)=O (1-(2-chlorophenyl)butane-1,3-dione). Reaction SMILES: [Li]CCCC.C(NC(C)C)(C)C.[CH3:13][C:14]([CH3:16])=[O:15].[Cl:17][C:18]1[CH:26]=[CH:25][CH:24]=[CH:23][C:19]=1[C:20](Cl)=[O:21]>C1COCC1.CCCCCC>[Cl:17][C:18]1[CH:26]=[CH:25][CH:24]=[CH:23][C:19]=1[C:20](=[O:21])[CH2:13][C:14](=[O:15])[CH3:16]. Reported procedure: A 2.5 M hexane solution of BuLi (16.46 mL, 41.1 mmol) was added dropwise to a solution of diisopropylamine (6.11 mL, 42.9 mmol) in THF (150 mL) at −78° C. The mixture was stirred at 0° C. for 15 min and cooled to −78° C. Acetone (3.02 mL, 41.1 mmol) was added dropwise. After 2 h at −78° C., 2-chlorobenzoyl chloride (3.00 g, 17.14 mmol) in THF (10 mL) was added dropwise. The flask was rinsed with THF (2 mL) and added. After 1 h at −78° C., the mixture was quenched with brine (200 mL) and acidifie... Starting materials: O=C(NCC12CC3CC(CC(C3)C1)C2)c1cc(CBr)ccc1Cl, CC(C)(C)OC(=O)N1CCNCC1, CN(C)C=O, CCN(C(C)C)C(C)C, O. Product: CC(C)(C)OC(=O)N1CCN(Cc2ccc(Cl)c(C(=O)NCC34CC5CC(CC(C5)C3)C4)c2)CC1. RXN SMILES: [Br:1][CH2:2][c:3]1[cH:4][cH:5][c:6]([Cl:23])[c:7]([C:8](=[O:9])[NH:10][CH2:11][C:12]23[CH2:13][CH:14]4[CH2:15][CH:16]([CH2:17][CH:18]([CH2:19]2)[CH2:20]4)[CH2:21]3)[cH:22]1.[C:24]([CH3:25])([CH3:26])([CH3:27])[O:28][C:29](=[O:30])[N:31]1[CH2:32][CH2:33][NH:34][CH2:35][CH2:36]1.[CH3:46][N:47]([CH3:48])[CH:49]=[O:50].[CH:37]([N:38]([CH:39]([CH3:40])[CH3:41])[CH2:42][CH3:43])([CH3:44])[CH3:45].[OH2:51]>>[CH2:2]([c:3]1[cH:4][cH:5][c:6]([Cl:23])[c:7]([C:8](=[O:9])[NH:10][CH2:11][C:12]23[CH2:13][CH:14]4[CH2:15][CH:16]([CH2:17][CH:18]([CH2:19]2)[CH2:20]4)[CH2:21]3)[cH:22]1)[N:34]1[CH2:33][CH2:32][N:31]([C:29]([O:28][C:24]([CH3:25])([CH3:26])[CH3:27])=[O:30])[CH2:36][CH2:35]1. Reactants: C(C)(=O)C1=CC=C(C=C1)NC(NNC(=O)OCC)=O (p-Acetyl-4-phenyl-1-carbethoxysemicarbazide), [OH-].[K+] (KOH). Product: C(C)(=O)C1=CC=C(C=C1)N1C(NNC1=O)=O (p-Acetyl-4-phenylurazole), yellow solid. The yield is 85.0%. Reaction SMILES: [C:1]([C:4]1[CH:9]=[CH:8][C:7]([NH:10][C:11](=[O:19])[NH:12][NH:13][C:14](OCC)=[O:15])=[CH:6][CH:5]=1)(=[O:3])[CH3:2].[OH-].[K+]>>[C:1]([C:4]1[CH:5]=[CH:6][C:7]([N:10]2[C:11](=[O:19])[NH:12][NH:13][C:14]2=[O:15])=[CH:8][CH:9]=1)(=[O:3])[CH3:2] |f:1.2|. Reported procedure: p-Acetyl-4-phenyl-1-carbethoxysemicarbazide 1 (15 g, 56 mmol) was heated with aqueous 4 M KOH solution (28 mL, 112 mmol) at 70° C. for about 2 h. Leftover granular solid was filtered off using a sintered filter funnel. Filtrate was cooled to room temperature and acidified with concentrated HCl. The precipitate formed was filtered and dried in vacuum oven to give p-acetyl-4-phenylurazole 2 as light yellow solid (12.4 g, 85%). 1H NMR (400 MHz, DMSO-d6): s=1.65 (s, 3H), 6.70 (d, 2H), 7.10 (d, 2H), ... The reactants are N1(N=CN=C1)CC(=O)C1=CC=C(C=C1)Cl (α-1,2,4-triazol-1-yl-p-chloroacetophenone), [BH4-].[Na+] (sodium borohydride). The solvent is CO (methanol). Run at time 0.5 hour. Product: ClC1=CC=C(C=C1)C(CN1N=CN=C1)O (1-p-chlorophenyl-2-(1,2,4-triazol-1-yl)ethanol). Reaction SMILES: [N:1]1([CH2:6][C:7]([C:9]2[CH:14]=[CH:13][C:12]([Cl:15])=[CH:11][CH:10]=2)=[O:8])[CH:5]=[N:4][CH:3]=[N:2]1.[BH4-].[Na+]>CO>[Cl:15][C:12]1[CH:13]=[CH:14][C:9]([CH:7]([OH:8])[CH2:6][N:1]2[CH:5]=[N:4][CH:3]=[N:2]2)=[CH:10][CH:11]=1 |f:1.2|. Procedure: A suspension of α-1,2,4-triazol-1-yl-p-chloroacetophenone (4 g) in methanol (12 ml) was treated with sodium borohydride (0.5 g) with cooling and stirring. The mixture was then left at room temperature for 0.5 hour and refluxed for 1 hour. The methanol was removed under reduced pressure and water (25 ml) was added followed by dilute hydrochloric acid (10 ml). The white solid was filtered, washed with water and dried. Crystallisation from ethyl acetate-petroleum ether (60°-80°) gave the title comp...